Dataset: the Open Reaction Database (ORD), a public repository of structured organic reaction records. Task: describe an organic reaction: reactants, conditions, products, and yield Reactants: COC1=C(OCCNCC(SC2=CC=CC=C2)C=2C=CC(=C(C2)S(=O)(=O)N)C)C=CC=C1 (5-{2-[2-(2-methoxyphenoxy)ethylamino]-1-phenylthioethyl}-2-methylbenzenesulfonamide), OO (H2O2). Run in C(C)(=O)O (acetic acid). Product: COC1=C(OCCNCC(S(=O)C2=CC=CC=C2)C=2C=CC(=C(C2)S(=O)(=O)N)C)C=CC=C1 (5-{2-[2-(2-methoxyphenoxy)ethylamino]-1-phenylsulfinylethyl}-2-methylbenzenesulfonamide). As a reaction SMILES: [CH3:1][O:2][C:3]1[CH:32]=[CH:31][CH:30]=[CH:29][C:4]=1[O:5][CH2:6][CH2:7][NH:8][CH2:9][CH:10]([C:18]1[CH:19]=[CH:20][C:21]([CH3:28])=[C:22]([S:24]([NH2:27])(=[O:26])=[O:25])[CH:23]=1)[S:11][C:12]1[CH:17]=[CH:16][CH:15]=[CH:14][CH:13]=1.[OH:33]O>C(O)(=O)C>[CH3:1][O:2][C:3]1[CH:32]=[CH:31][CH:30]=[CH:29][C:4]=1[O:5][CH2:6][CH2:7][NH:8][CH2:9][CH:10]([C:18]1[CH:19]=[CH:20][C:21]([CH3:28])=[C:22]([S:24]([NH2:27])(=[O:26])=[O:25])[CH:23]=1)[S:11]([C:12]1[CH:13]=[CH:14][CH:15]=[CH:16][CH:17]=1)=[O:33]. Procedure: In 20 ml of acetic acid was dissolved 2 g of 5-{2-[2-(2-methoxyphenoxy)ethylamino]-1-phenylthioethyl}-2-methylbenzenesulfonamide and after adding thereto 0.5 ml of 30% H2O2, the mixture was heated to 50°-60° C. for 3 hours. After adding thereto 100 ml of water, the reaction mixture was extracted with 200 ml of ethyl acetate. The ethyl acetate extract was washed with an aqueous 1% sodium carbonate solution and then ethyl acetate was distilled off under reduced pressure. The residue was subjected ... Starting materials: C(C(=O)Cl)(=O)Cl (oxalyl chloride), C(C1=CC=CC=C1)OC=1C(=C2CC[C@@](OC2=C(C1C)C)(C)CC(=O)O)C ((S)-(6-benzyloxy-2,5,7,8-tetramethylchroman-2-yl)acetic acid), O (water), three. Run in C1(=CC=CC=C1)C (toluene). Conditions: temperature 50 celsius, time 1 hour. Product: C(C1=CC=CC=C1)OC=1C(=C2CC[C@@](OC2=C(C1C)C)(C)CC(=O)Cl)C ((S)-(6-benzyloxy-2,5,7,8-tetramethyl chroman-2-yl)acetic acid chloride). Yield: 101.2%. RXN SMILES: [CH2:1]([O:8][C:9]1[C:10]([CH3:26])=[C:11]2[C:16](=[C:17]([CH3:20])[C:18]=1[CH3:19])[O:15][C@@:14]([CH2:22][C:23](O)=[O:24])([CH3:21])[CH2:13][CH2:12]2)[C:2]1[CH:7]=[CH:6][CH:5]=[CH:4][CH:3]=1.O.C(Cl)(=O)C([Cl:31])=O>C1(C)C=CC=CC=1>[CH2:1]([O:8][C:9]1[C:10]([CH3:26])=[C:11]2[C:16](=[C:17]([CH3:20])[C:18]=1[CH3:19])[O:15][C@@:14]([CH2:22][C:23]([Cl:31])=[O:24])([CH3:21])[CH2:13][CH2:12]2)[C:2]1[CH:7]=[CH:6][CH:5]=[CH:4][CH:3]=1. Procedure details: 201.0 g (0.57 mole) of (S)-(6-benzyloxy-2,5,7,8-tetramethylchroman-2-yl)acetic acid was dissolved in 1.0 L toluene and transferred to a 3 L three necked flask equipped with a Dean-Stark trap and condenser, magnetic stirrer and a thermometer connected to a heating mantle. The solution was refluxed 1 hour with no appreciable amount of water collecting in the Dean-Stark trap. This was removed, and the solution was cooled to 50° C. Then a pressure equalizing addition funnel was placed on top and the... The reactants are [Cl-].[Al+3].[Cl-].[Cl-] (aluminium chloride), ClC1=C(C(=O)Cl)C=C(C=C1)[N+](=O)[O-] (2-chloro-5-nitrobenzoyl chloride), ClC1=CC(=CC=C1)Cl (1,3-dichlorobenzene). The solvent is ClCCl (dichloromethane). Reaction conditions: temperature 80 celsius. The product is ClC1=C(C(=O)C2=C(C=C(C=C2)Cl)Cl)C=C(C=C1)[N+](=O)[O-] (2,2',4'-trichloro-5-nitrobenzophenone). As a reaction SMILES: [Cl-].[Al+3].[Cl-].[Cl-].[Cl:5][C:6]1[CH:14]=[CH:13][C:12]([N+:15]([O-:17])=[O:16])=[CH:11][C:7]=1[C:8](Cl)=[O:9].[Cl:18][C:19]1[CH:24]=[CH:23][CH:22]=[C:21]([Cl:25])[CH:20]=1>ClCCl>[Cl:5][C:6]1[CH:14]=[CH:13][C:12]([N+:15]([O-:17])=[O:16])=[CH:11][C:7]=1[C:8]([C:22]1[CH:23]=[CH:24][C:19]([Cl:18])=[CH:20][C:21]=1[Cl:25])=[O:9] |f:0.1.2.3|. Procedure details: 6 g of aluminium chloride are added to 5 g of 2-chloro-5-nitrobenzoyl chloride in 60 ml of dichloromethane, and 30 ml of 1,3-dichlorobenzene are then added dropwise. The reaction medium is heated for 2 hours at 80° C. and then cooled, and poured onto crushed ice. After extracting with dichloromethane, washing with water and drying over sodium sulphate, the organic phase is evaporated to dryness under vacuum and the crystalline residue is recrystallized in cyclohexane (3.6 g). The reactants are COC(C(CCC)C=1C(=NC(=NC1C1=CC=CC=C1)N1CCCCC1)Cl)=O (methyl-2-(4-chloro-6-phenyl-2-(piperidin-1-yl)pyrimidin-5-yl)pentanoate), B(C=1C=CC(=CC1)C)(O)O (p-tolylboronic acid), C(C)(C)N(C(C)C)CC (N,N-Diisopropylethylamine). Reagents/catalysts: [Pd].C1(=CC=CC=C1)P(C1=CC=CC=C1)C1=CC=CC=C1.C1(=CC=CC=C1)P(C1=CC=CC=C1)C1=CC=CC=C1.C1(=CC=CC=C1)P(C1=CC=CC=C1)C1=CC=CC=C1.C1(=CC=CC=C1)P(C1=CC=CC=C1)C1=CC=CC=C1 (tetrakis(triphenylphosphine) palladium(0)). Solvent: COCCOC (DME), O (water). The product is C1(=CC=CC=C1)C1=NC(=NC(=C1C(C(=O)OC)CCC)C1=CC=C(C=C1)C)N1CCCCC1 (methyl 2-(4-phenyl-2-(piperidin-1-yl)-6-p-tolylpyrimidin-5-yl)pentanoate). Yield: 17.8%. RXN SMILES: [CH3:1][O:2][C:3](=[O:27])[CH:4]([C:8]1[C:9](Cl)=[N:10][C:11]([N:20]2[CH2:25][CH2:24][CH2:23][CH2:22][CH2:21]2)=[N:12][C:13]=1[C:14]1[CH:19]=[CH:18][CH:17]=[CH:16][CH:15]=1)[CH2:5][CH2:6][CH3:7].B(O)(O)[C:29]1[CH:30]=[CH:31][C:32](C)=[CH:33][CH:34]=1.[CH:38](N(CC)C(C)C)(C)C>COCCOC.O.[Pd].C1(P(C2C=CC=CC=2)C2C=CC=CC=2)C=CC=CC=1.C1(P(C2C=CC=CC=2)C2C=CC=CC=2)C=CC=CC=1.C1(P(C2C=CC=CC=2)C2C=CC=CC=2)C=CC=CC=1.C1(P(C2C=CC=CC=2)C2C=CC=CC=2)C=CC=CC=1>[C:29]1([C:9]2[C:8]([CH:4]([CH2:5][CH2:6][CH3:7])[C:3]([O:2][CH3:1])=[O:27])=[C:13]([C:14]3[CH:19]=[CH:18][C:17]([CH3:38])=[CH:16][CH:15]=3)[N:12]=[C:11]([N:20]3[CH2:25][CH2:24][CH2:23][CH2:22][CH2:21]3)[N:10]=2)[CH:30]=[CH:31][CH:32]=[CH:33][CH:34]=1 |f:5.6.7.8.9|. Procedure details: methyl-2-(4-chloro-6-phenyl-2-(piperidin-1-yl)pyrimidin-5-yl)pentanoate (0.031 g; 0.228 mmol), p-tolylboronic acid (0.031 g; 0.228 mmol), tetrakis(triphenylphosphine) palladium(0) (0.013 g; 0.011 mmol) were placed in a 5 mL reaction tube and dissolved in a mixture of degassed DME (0.75 mL) and water (0.25 mL). N,N-Diisopropylethylamine (0.060 mL; 0.344 mmol) was added, the tube was sealed and irradiated in a microwave oven at 130° C. for 30 min. The reaction mixture was partitioned between a sol... The reactants are O (water), N([C@@H](CCC(N)=O)C(=O)N[C@H](CC1=CN(C2=CC=CC=C12)C=O)C(=O)N[C@@H](CC1=CC=CC=C1)C(=O)OCC1=CC=CC=C1)C(=O)OC(C)(C)C (Boc-Gln-D-Trp(CHO)-Phe-OBzl), [OH-].[Na+] (sodium hydroxide), CO (methanol), O (water). Run in C1CCOC1 (THF). Run at time 1.5 hour. Product: N([C@@H](CCC(N)=O)C(=O)N[C@H](CC1=CNC2=CC=CC=C12)C(=O)N[C@@H](CC1=CC=CC=C1)C(=O)O)C(=O)OC(C)(C)C (Boc-Gln-D-Trp-Phe-OH). Yield: 80.3%. RXN SMILES: [NH:1]([C:45]([O:47][C:48]([CH3:51])([CH3:50])[CH3:49])=[O:46])[C@H:2]([C:8]([NH:10][C@@H:11]([C:24]([NH:26][C@H:27]([C:35]([O:37]CC1C=CC=CC=1)=[O:36])[CH2:28][C:29]1[CH:34]=[CH:33][CH:32]=[CH:31][CH:30]=1)=[O:25])[CH2:12][C:13]1[C:21]2[C:16](=[CH:17][CH:18]=[CH:19][CH:20]=2)[N:15](C=O)[CH:14]=1)=[O:9])[CH2:3][CH2:4][C:5](=[O:7])[NH2:6].[OH-].[Na+].CO.O>C1COCC1>[NH:1]([C:45]([O:47][C:48]([CH3:51])([CH3:50])[CH3:49])=[O:46])[C@H:2]([C:8]([NH:10][C@@H:11]([C:24]([NH:26][C@H:27]([C:35]([OH:37])=[O:36])[CH2:28][C:29]1[CH:34]=[CH:33][CH:32]=[CH:31][CH:30]=1)=[O:25])[CH2:12][C:13]1[C:21]2[C:16](=[CH:17][CH:18]=[CH:19][CH:20]=2)[NH:15][CH:14]=1)=[O:9])[CH2:3][CH2:4][C:5](=[O:7])[NH2:6] |f:1.2|. Procedure details: A mixture of Boc-Gln-D-Trp(CHO)-Phe-OBzl (1.2 g) and 1N sodium hydroxide (3.6 ml) in a mixture of THF (30 ml), methanol (10 ml) and water (5 ml) was stirred for 1.5 hours. After adding water (10 ml), the organic solvent was evaporated. The resulting aqueous solution was washed with diethyl ether, acidified with 10% citric acid solution and allowed to stand in a refrigerator overnight. The precipitates were filtered, washed with water and recrystallized with a mixture of ethanol and water to give...